describe an organic reaction: reactants, conditions, products, and yield From a dataset of the Open Reaction Database (ORD), a public repository of structured organic reaction records. Starting materials: ClC1=CC=C(C=C1)CCN (2-(4-chloro-phenyl)-ethylamine), O=C1N(C(CC1)=O)OC(C1=CC=C(C=C1)OC(N(C1=CC=CC=C1)C)=O)=O (4-(methyl-phenyl-carbamoyloxy)-benzoic acid 2,5-dioxo-pyrrolidin-1-yl ester), crude product. The product is ClC1=CC=C(C=C1)CCNC(=O)C1=CC=C(C=C1)OC(N(C1=CC=CC=C1)C)=O (Methyl-phenyl-carbamic acid 4-[2-(4-chloro-phenyl)-ethylcarbamoyl]-phenyl ester). RXN SMILES: [Cl:1][C:2]1[CH:7]=[CH:6][C:5]([CH2:8][CH2:9][NH2:10])=[CH:4][CH:3]=1.O=C1CCC(=O)N1[O:18][C:19](=O)[C:20]1[CH:25]=[CH:24][C:23]([O:26][C:27](=[O:36])[N:28]([CH3:35])[C:29]2[CH:34]=[CH:33][CH:32]=[CH:31][CH:30]=2)=[CH:22][CH:21]=1>>[Cl:1][C:2]1[CH:7]=[CH:6][C:5]([CH2:8][CH2:9][NH:10][C:19]([C:20]2[CH:25]=[CH:24][C:23]([O:26][C:27](=[O:36])[N:28]([CH3:35])[C:29]3[CH:30]=[CH:31][CH:32]=[CH:33][CH:34]=3)=[CH:22][CH:21]=2)=[O:18])=[CH:4][CH:3]=1. Procedure details: The title product was prepared from 2-(4-chloro-phenyl)-ethylamine and 4-(methyl-phenyl-carbamoyloxy)-benzoic acid 2,5-dioxo-pyrrolidin-1-yl ester. The crude product was subjected to preparative HPLC (method C) (39%, off-white crystals). HPLC-MS m/z=409.2 (M+1), Rt: 4.27 min.